This data is from the Open Reaction Database (ORD), a public repository of structured organic reaction records. The task is: describe an organic reaction: reactants, conditions, products, and yield Reactants: BrC1=C(C=C2C(=CN(C2=C1)C1CCCC1)C#N)F (6-bromo-1-cyclopentyl-5-fluoro-1H-indole-3-carbonitrile), PdCl2dppf, C[Zn]C (dimethylzinc), C1(=CC=CC=C1)C (toluene). Run in O1CCOCC1 (dioxane). Reaction conditions: temperature 90 celsius, time 90 minute. Yields the product C1(CCCC1)N1C=C(C2=CC(=C(C=C12)C)F)C#N (1-cyclopentyl-5-fluoro-6-methyl-1H-indole-3-carbonitrile). Yield: 85.0%. Reaction SMILES: Br[C:2]1[CH:10]=[C:9]2[C:5]([C:6]([C:16]#[N:17])=[CH:7][N:8]2[CH:11]2[CH2:15][CH2:14][CH2:13][CH2:12]2)=[CH:4][C:3]=1[F:18].[CH3:19][Zn]C.C1(C)C=CC=CC=1>O1CCOCC1>[CH:11]1([N:8]2[C:9]3[C:5](=[CH:4][C:3]([F:18])=[C:2]([CH3:19])[CH:10]=3)[C:6]([C:16]#[N:17])=[CH:7]2)[CH2:15][CH2:14][CH2:13][CH2:12]1. Reported procedure: Into a solution of 6-bromo-1-cyclopentyl-5-fluoro-1H-indole-3-carbonitrile (6.6 g, 21.5 mmol) and PdCl2dppf (0.31 g, 0.43 mmol) in dioxane (45 mL) was added a solution of dimethylzinc in toluene (1.2 M, 35.8 mL, 43 mmol). The atmosphere was replaced with nitrogen. The mixture was stirred at 90° C. for 90 min and then cooled to room temperature. The reaction was quenched by careful addition of methanol. Ethyl acetate (200 mL) was added and the mixture washed with aq. 2 N HCl, water and brine, dri... The reactants are O=C([O-])O, C1CCOC1, CCOC(C)=O, CN(C)CC1CCc2cc(OCc3ccc(N)cc3)ccc2C1, [Na+], O=C(Cl)Cc1ccccc1, c1ccncc1. Product: CN(C)CC1CCc2cc(OCc3ccc(NC(=O)Cc4ccccc4)cc3)ccc2C1. As a reaction SMILES: [C:39](=[O:40])([OH:41])[O-:42].[CH2:1]1[O:2][CH2:3][CH2:4][CH2:5]1.[CH3:44][CH2:45][O:46][C:47](=[O:48])[CH3:49].[NH2:16][c:17]1[cH:18][cH:19][c:20]([CH2:21][O:22][c:23]2[cH:24][c:25]3[c:30]([cH:31][cH:32]2)[CH2:29][CH:28]([CH2:33][N:34]([CH3:35])[CH3:36])[CH2:27][CH2:26]3)[cH:37][cH:38]1.[Na+:43].[c:6]1([CH2:12][C:13](=[O:14])[Cl:15])[cH:7][cH:8][cH:9][cH:10][cH:11]1.[cH:50]1[cH:51][cH:52][n:53][cH:54][cH:55]1>>[c:6]1([CH2:12][C:13](=[O:14])[NH:16][c:17]2[cH:18][cH:19][c:20]([CH2:21][O:22][c:23]3[cH:24][c:25]4[c:30]([cH:31][cH:32]3)[CH2:29][CH:28]([CH2:33][N:34]([CH3:35])[CH3:36])[CH2:27][CH2:26]4)[cH:37][cH:38]2)[cH:7][cH:8][cH:9][cH:10][cH:11]1. Reactants: COC(=O)C1=CC=C(CO)C=C1 (p-methoxycarbonylbenzyl alcohol), S(=O)(Cl)Cl (thionyl chloride). Solvent: C(Cl)Cl (methylene chloride). Product: ClCC1=CC=C(C=C1)C(=O)OC (methyl α-chloro-p-toluate). The yield is 81.5%. Reaction SMILES: [CH3:1][O:2][C:3]([C:5]1[CH:12]=[CH:11][C:8]([CH2:9]O)=[CH:7][CH:6]=1)=[O:4].S(Cl)([Cl:15])=O>C(Cl)Cl>[Cl:15][CH2:9][C:8]1[CH:11]=[CH:12][C:5]([C:3]([O:2][CH3:1])=[O:4])=[CH:6][CH:7]=1. Reported procedure: To a solution of p-methoxycarbonylbenzyl alcohol (332.0 g, 2.0 mol) in methylene chloride (600 mL) is added thionyl chloride (380 g, 3.2 mol) dropwise over 3 hours and the reaction mixture heated at gentle reflux for 6 hours, allowing excess gases to escape. The excess thionyl chloride and methylene chloride are removed and the yellow oil triturated with hexane to yield a total of 300 g (81.5% yield) of white, solid methyl α-chloro-p-toluate, the identity of which is confirmed by elemental analy... RXN SMILES: [NH2:1][C:2]1[S:3][C:4]2[CH:10]=[C:9]([O:11][CH3:12])[CH:8]=[CH:7][C:5]=2[N:6]=1.[C:13]([O:19]C[I:21])(=[O:18])[C:14]([CH3:17])([CH3:16])[CH3:15].O1CCOC[CH2:23]1>>[IH:21].[CH3:12][O:11][C:9]1[CH:8]=[CH:7][C:5]2[N:6]([CH:15]([CH3:23])[C:14]([CH3:17])([CH3:16])[C:13]([OH:19])=[O:18])[C:2](=[NH:1])[S:3][C:4]=2[CH:10]=1 |f:3.4|. The product is I.COC1=CC2=C(N(C(S2)=N)C(C(C(=O)O)(C)C)C)C=C1 ([6-Methoxy-2-imino-3(2H)-benzothiazolyl]-methyl-2,2-dimethyl-propanoate hydroiodide). Reactants: NC=1SC2=C(N1)C=CC(=C2)OC (2-amino-6-methoxy benzothiazole), C(C(C)(C)C)(=O)OCI (iodomethyl pivalate), O1CCOCC1 (dioxan). Procedure details: A solution of 2-amino-6-methoxy benzothiazole (8.5 g) and iodomethyl pivalate (11.5 g) in dry dioxan (120 ml) was stored at room temperature for 7 days. The resulting solid was collected and dried to give the sub-title product (14 g), mp 191°-3° as a hemi-solvate with dioxan (n.m.r.). Reactants: COc1ccc([Mg]Br)cc1 (effective_coupling_partner), CCN(CC)C(=O)Oc1ccc(C)cc1 (substrate). The reagents and catalysts are CC(O)c1ccccc1P(c2ccccc2)c3ccccc3. Conditions: temperature 25 celsius, time 1 hour. Yields the product COc2ccc(c1ccc(C)cc1)cc2. Reaction SMILES: [CH3:1][N:2]([CH3:4])[CH3:3].C(O)C.[Br:8][CH2:9][CH2:10][CH2:11][C:12]([O:14][C@H:15]([C:25]1[CH:30]=[CH:29][C:28]([C:31]2[CH:32]=[N:33][C:34]([CH2:37][NH:38][S:39]([CH3:42])(=[O:41])=[O:40])=[CH:35][CH:36]=2)=[CH:27][CH:26]=1)[C@H:16]([NH:19][C:20](=[O:24])[CH:21]([F:23])[F:22])[CH2:17][F:18])=[O:13]>O1CCCC1>[Br-:8].[F:22][CH:21]([F:23])[C:20]([NH:19][C@H:16]([CH2:17][F:18])[C@H:15]([O:14][C:12](=[O:13])[CH2:11][CH2:10][CH2:9][N+:2]([CH3:4])([CH3:3])[CH3:1])[C:25]1[CH:30]=[CH:29][C:28]([C:31]2[CH:32]=[N:33][C:34]([CH2:37][NH:38][S:39]([CH3:42])(=[O:41])=[O:40])=[CH:35][CH:36]=2)=[CH:27][CH:26]=1)=[O:24] |f:4.5|. Yields the product [Br-].FC(C(=O)N[C@@H]([C@@H](C1=CC=C(C=C1)C=1C=NC(=CC1)CNS(=O)(=O)C)OC(CCC[N+](C)(C)C)=O)CF)F (4-({(1R,2S)-2-[(difluoroacetyl)amino]-3-fluoro-1-[4-(6-{[(methylsulfonyl)amino]methyl}pyridin-3-yl)phenyl]propyl}oxy) -N,N,N-trimethyl-4-oxobutan-1-aminium bromide). Reported procedure: In a sealed tube 4.2 M trimethylamine in ethanol (1.42 mL, 5.98 mmol) is added to a stirred solution of (1R,2S)-2-[(difluoroacetyl)amino]-3-fluoro -1-[4-(6-{[(methylsulfonyl)amino]methyl}pyridin-3-yl)phenyl]propyl 4-bromobutanoate (Step 1, 570.0 mg, 0.982 mmol) in tetrahydrofuran (11.0 mL) at room temperature and the reaction mixture was heated at 50° C. overnight. After stirring overnight the reaction mixture was concentrated and the residue was taken up in water. The aqueous layer was extracte... Conditions: temperature 50 celsius, time 8 hour. The solvent is O1CCCC1 (tetrahydrofuran). Reactants: CN(C)C (trimethylamine), C(C)O (ethanol), BrCCCC(=O)O[C@@H]([C@@H](CF)NC(C(F)F)=O)C1=CC=C(C=C1)C=1C=NC(=CC1)CNS(=O)(=O)C ((1R,2S)-2-[(difluoroacetyl)amino]-3-fluoro-1-[4-(6-{[(methylsulfonyl)amino]methyl}pyridin-3-yl)phenyl]propyl 4-bromobutanoate). Starting materials: CCOC(C)=O, ClP(c1ccccc1)c1ccccc1, CC(C)c1nc(N(C)S(C)(=O)=O)nc(-c2ccc(F)cc2)c1CO, [H-], [I-], [Na+], [Na+], [Na+], O=S([O-])O. Yields the product CC(C)c1nc(N(C)S(C)(=O)=O)nc(-c2ccc(F)cc2)c1CP(=O)(c1ccccc1)c1ccccc1. RXN SMILES: [CH3:48][CH2:49][O:50][C:51](=[O:52])[CH3:53].[Cl:27][P:28]([c:29]1[cH:30][cH:31][cH:32][cH:33][cH:34]1)[c:35]1[cH:36][cH:37][cH:38][cH:39][cH:40]1.[F:1][c:2]1[cH:3][cH:4][c:5](-[c:8]2[n:9][c:10]([N:19]([S:20](=[O:21])(=[O:22])[CH3:23])[CH3:24])[n:11][c:12]([CH:16]([CH3:17])[CH3:18])[c:13]2[CH2:14][OH:15])[cH:6][cH:7]1.[H-:25].[I-:42].[Na+:26].[Na+:41].[Na+:47].[S:43]([O-:44])(=[O:45])[OH:46]>>[F:1][c:2]1[cH:3][cH:4][c:5](-[c:8]2[n:9][c:10]([N:19]([S:20](=[O:21])(=[O:22])[CH3:23])[CH3:24])[n:11][c:12]([CH:16]([CH3:17])[CH3:18])[c:13]2[CH2:14][P:28]([c:29]2[cH:30][cH:31][cH:32][cH:33][cH:34]2)([c:35]2[cH:36][cH:37][cH:38][cH:39][cH:40]2)=[O:44])[cH:6][cH:7]1. The reactants are S(=O)(=O)(O)O.C(=O)(OCC)C1=CN=C2N1C(=CC=C2)CCl (3-carbethoxy-5-chloromethylimidazo[1,2-a]pyridine sulfate), C1CCC2=NCCCN2CC1 (DBU), C(C)(C)(C)OC(=O)N1CCC(CC1)CCN (2-(1-tert-butoxycarbonylpiperidin-4-yl)-1-ethylamine), [I-].[Na+] (sodium iodide). The solvent is C(C)#N (acetonitrile), C(C)N(CC)CC (triethylamine). The product is C(C)(C)(C)OC(=O)N1CCC(CC1)CCN1C(C2=CN=C3C=CC=C(C1)N32)=O (4,5-Dihydro-4-[2-(1-tert-butoxycarbonylpiperidin-4-yl)ethan-1-yl]-3H-1,4,8b-triazaacenaphthylen-3-one). The yield is 37.5%. Reaction SMILES: S(O)(O)(=O)=O.[C:6]([C:11]1[N:15]2[C:16]([CH2:20]Cl)=[CH:17][CH:18]=[CH:19][C:14]2=[N:13][CH:12]=1)([O:8]CC)=O.C1CCN2C(=NCCC2)CC1.[C:33]([O:37][C:38]([N:40]1[CH2:45][CH2:44][CH:43]([CH2:46][CH2:47][NH2:48])[CH2:42][CH2:41]1)=[O:39])([CH3:36])([CH3:35])[CH3:34].[I-].[Na+]>C(#N)C.C(N(CC)CC)C>[C:33]([O:37][C:38]([N:40]1[CH2:45][CH2:44][CH:43]([CH2:46][CH2:47][N:48]2[CH2:20][C:16]3[N:15]4[C:11](=[CH:12][N:13]=[C:14]4[CH:19]=[CH:18][CH:17]=3)[C:6]2=[O:8])[CH2:42][CH2:41]1)=[O:39])([CH3:36])([CH3:35])[CH3:34] |f:0.1,4.5|. Procedure details: In 50 ml of acetonitrile was suspended 6.73 g (20.0 mM) of 3-carbethoxy-5-chloromethylimidazo[1,2-a]pyridine sulfate followed by addition of 5.97 ml (40.0 mM) of DBU at room temperature with stirring. To the resulting solution was added 4.57 g (20.0 mM) of 2-(1-tert-butoxycarbonylpiperidin-4-yl)-1-ethylamine as well as 5.54 ml (40.0 mM) of triethylamine and 3.00 g (20.0 mM) of sodium iodide and the mixture was stirred at room temperature for 16 hours. After completion of the reaction, the solven... Starting materials: BrC1=C(C=NN1C(C)(C)C)C=1SC=C(N1)CC(=O)NCC1CCOCC1 (2-(2-(5-bromo-1-tert-butyl-1H-pyrazol-4-yl)thiazol-4-yl)-N-((tetrahydro-2H-pyran-4-yl)methyl)acetamide), COC1=CC=C(C=C1)B(O)O (4-methoxyphenylboronic acid), P(=O)([O-])([O-])[O-].[K+].[K+].[K+] (tripotassium phosphate), COC=1C=CC=C(C1C=2C=CC=CC2P(C3CCCCC3)C4CCCCC4)OC (S-Phos). Reagents/catalysts: C(C)(=O)[O-].[Pd+2].C(C)(=O)[O-] (palladium(II) acetate). The solvent is C1(=CC=CC=C1)C (toluene). Yields the product C(C)(C)(C)N1N=CC(=C1C1=CC=C(C=C1)OC)C=1SC=C(N1)CC(=O)NCC1CCOCC1 (2-{2-[1-tert-butyl-5-(4-methoxyphenyl)-1H-pyrazol-4-yl]-1,3-thiazol-4-yl}-N-(tetrahydro-2H-pyran-4-ylmethyl)acetamide). Isolated yield 50.9%. Reaction SMILES: Br[C:2]1[N:6]([C:7]([CH3:10])([CH3:9])[CH3:8])[N:5]=[CH:4][C:3]=1[C:11]1[S:12][CH:13]=[C:14]([CH2:16][C:17]([NH:19][CH2:20][CH:21]2[CH2:26][CH2:25][O:24][CH2:23][CH2:22]2)=[O:18])[N:15]=1.[CH3:27][O:28][C:29]1[CH:34]=[CH:33][C:32](B(O)O)=[CH:31][CH:30]=1.P([O-])([O-])([O-])=O.[K+].[K+].[K+].COC1C=CC=C(OC)C=1C1C=CC=CC=1P(C1CCCCC1)C1CCCCC1>C1(C)C=CC=CC=1.C([O-])(=O)C.[Pd+2].C([O-])(=O)C>[C:7]([N:6]1[C:2]([C:32]2[CH:33]=[CH:34][C:29]([O:28][CH3:27])=[CH:30][CH:31]=2)=[C:3]([C:11]2[S:12][CH:13]=[C:14]([CH2:16][C:17]([NH:19][CH2:20][CH:21]3[CH2:26][CH2:25][O:24][CH2:23][CH2:22]3)=[O:18])[N:15]=2)[CH:4]=[N:5]1)([CH3:10])([CH3:9])[CH3:8] |f:2.3.4.5,8.9.10|. Reported procedure: A solution of the compound (100 mg, 0.23 mmol) obtained in step 8, 4-methoxyphenylboronic acid (51.6 mg, 0.34 mmol), tripotassium phosphate (96 mg, 0.45 mmol), S-Phos (6.51 mg, 0.02 mmol) and palladium(II) acetate (1.8 mg, 8.02 μmol) in toluene (1.5 mL) was stirred under an argon atmosphere at 90° C. for 18 hr. The reaction mixture was purified by silica gel column chromatography (solvent gradient; 50% ethyl acetate/hexane→5% methanol/ethyl acetate) to give the title compound (55 mg, 0.117 mmol,...